From a dataset of the Open Reaction Database (ORD), a public repository of structured organic reaction records. describe an organic reaction: reactants, conditions, products, and yield Reactants: B, C1CCOC1, O=C(O)C1CCC(Cc2cccc(Cl)c2)CC1, C1CCOC1. The product is OCC1CCC(Cc2cccc(Cl)c2)CC1. Reaction SMILES: [BH3:18].[CH2:19]1[O:20][CH2:21][CH2:22][CH2:23]1.[Cl:1][c:2]1[cH:3][c:4]([CH2:5][CH:6]2[CH2:7][CH2:8][CH:9]([C:12](=[O:13])[OH:14])[CH2:10][CH2:11]2)[cH:15][cH:16][cH:17]1.[O:24]1[CH2:25][CH2:26][CH2:27][CH2:28]1>>[Cl:1][c:2]1[cH:3][c:4]([CH2:5][CH:6]2[CH2:7][CH2:8][CH:9]([CH2:12][OH:13])[CH2:10][CH2:11]2)[cH:15][cH:16][cH:17]1. Starting materials: N(=[N+]=[N-])CC=1C=CC(=C(C(=O)OC)C1)CC1=CC=C(C=C1)F (methyl 5-azidomethyl-2-(4-fluorobenzyl)benzoate), Cl (HCl). Reagents/catalysts: [Pd] (palladium on carbon). The solvent is CO (methanol). The product is NCC=1C=CC(=C(C(=O)OC)C1)CC1=CC=C(C=C1)F (methyl 5-aminomethyl-2-(4-fluorobenzyl)benzoate). The yield is 91.5%. Reaction SMILES: [N:1]([CH2:4][C:5]1[CH:6]=[CH:7][C:8]([CH2:15][C:16]2[CH:21]=[CH:20][C:19]([F:22])=[CH:18][CH:17]=2)=[C:9]([CH:14]=1)[C:10]([O:12][CH3:13])=[O:11])=[N+]=[N-].Cl>[Pd].CO>[NH2:1][CH2:4][C:5]1[CH:6]=[CH:7][C:8]([CH2:15][C:16]2[CH:17]=[CH:18][C:19]([F:22])=[CH:20][CH:21]=2)=[C:9]([CH:14]=1)[C:10]([O:12][CH3:13])=[O:11]. Procedure details: A mixture of methyl 5-azidomethyl-2-(4-fluorobenzyl)benzoate (3.23 g), 10% palladium on carbon (0.5 g), 1M. ethereal HCl (20 ml) and methanol (100 ml) was stirred under an atmosphere of hydrogen for 6 hours. The catalyst was filtered off and the filtrate was evaporated to dryness. The residue was treated with saturated aqueous sodium bicarbonate (100 ml) and extracted with ethyl acetate. The solution obtained was dried and evaporated to dryness to give methyl 5-aminomethyl-2-(4-fluorobenzyl)benz...